This data is from the Open Reaction Database (ORD), a public repository of structured organic reaction records. The task is: describe an organic reaction: reactants, conditions, products, and yield Starting materials: C(#N)C=1C=C2C=CC(=C(C2=CC1)C(=O)OC)O (6-cyano-1-methoxycarbonyl-2-naphthol), [OH-].[K+] (potassium hydroxide), Cl (hydrochloric acid). RXN SMILES: [OH-].[K+].[C:3]([C:5]1[CH:6]=[C:7]2[C:12](=[CH:13][CH:14]=1)[C:11]([C:15]([O:17]C)=[O:16])=[C:10]([OH:19])[CH:9]=[CH:8]2)#[N:4].Cl>O.CO>[C:3]([C:5]1[CH:6]=[C:7]2[C:12](=[CH:13][CH:14]=1)[C:11]([C:15]([OH:17])=[O:16])=[C:10]([OH:19])[CH:9]=[CH:8]2)#[N:4] |f:0.1|. The solvent is CO (methanol), O (water). Isolated yield 65.7%. Reported procedure: A solution prepared by dissolving 71 g of potassium hydroxide in 1.5 liter of water was added to a solution prepared by dissolving 24.0 g of 6-cyano-1-methoxycarbonyl-2-naphthol in 4.7 liters of methanol, followed by stirring at 50°-60° C. for 24 hours. After cooling, the reaction mixture was made to an acidic solution with addition of 10% hydrochloric acid. The precipitate was collected by filtration and washed with a small amount of water to obtain 14.8 g of the desired product. Run at time 24 hour. Yields the product C(#N)C=1C=C2C=CC(=C(C2=CC1)C(=O)O)O (6-cyano-1-carboxy-2-naphthol).